From a dataset of the Open Reaction Database (ORD), a public repository of structured organic reaction records. describe an organic reaction: reactants, conditions, products, and yield Starting materials: COC1=CC=C(C=C1)S(=O)[O-].[Na+] (sodium 4-methoxybenzenesulfinate), ClC(C#N)=C (2-chloroacrylonitrile), C(C)(=O)[O-].[Na+] (sodium acetate), B(O)(O)O (boric acid). Solvent: O (Water), O (water), C(C)(C)O (isopropyl alcohol). The product is COC1=CC=C(C=C1)S(=O)(=O)C=CC#N (3-(4-methoxyphenylsulfonyl)acrylonitrile). Reaction SMILES: [CH3:1][O:2][C:3]1[CH:8]=[CH:7][C:6]([S:9]([O-:11])=[O:10])=[CH:5][CH:4]=1.[Na+].C([O-])(=O)C.[Na+].B(O)(O)O.Cl[C:23](=[CH2:26])[C:24]#[N:25]>O.C(O)(C)C>[CH3:1][O:2][C:3]1[CH:4]=[CH:5][C:6]([S:9]([CH:26]=[CH:23][C:24]#[N:25])(=[O:11])=[O:10])=[CH:7][CH:8]=1 |f:0.1,2.3|. Reported procedure: In a flask, 59.5 g. (0.31 mole) sodium 4-methoxybenzenesulfinate, 25.4 g. (0.31 mole) sodium acetate and 19.2 g. (0.31 mole) boric acid were dissolved in a mixture of 150 ml. water and 275 ml. isopropyl alcohol. There was then added, with stirring, dropwise, 33.9 g. (31 ml., 0.39 mole) 2-chloroacrylonitrile. The mixture was stirred for some time at room temperature. Water was then added and the mixture stirred for one hour. A precipitate formed, which was filtered, washed with water and ethanol,... Reactants: C(C)(C)(C)OC(=O)N[C@@H](CCSC)C(=O)OC (methyl N-(tert-butoxycarbonyl)methioninate), [BH4-].[Li+] (lithium borohydride). Solvent: [Cl-].[NH4+] (ammonium chloride), C1CCOC1 (THF). Reaction conditions: time 2 hour. Product: OCC(CCSC)NC(OC(C)(C)C)=O (tert-butyl [1-hydroxy-4-(methylsulfanyl)butan-2-yl]carbamate). RXN SMILES: [C:1]([O:5][C:6]([NH:8][C@H:9]([C:14](OC)=[O:15])[CH2:10][CH2:11][S:12][CH3:13])=[O:7])([CH3:4])([CH3:3])[CH3:2].[BH4-].[Li+]>C1COCC1.[Cl-].[NH4+]>[OH:15][CH2:14][CH:9]([NH:8][C:6](=[O:7])[O:5][C:1]([CH3:3])([CH3:2])[CH3:4])[CH2:10][CH2:11][S:12][CH3:13] |f:1.2,4.5|. Procedure details: To a solution of methyl N-(tert-butoxycarbonyl)methioninate (47.7 g, 0.181 mol) in THF (500 mL) was added lithium borohydride (16.0 g, 0.734 mol) at 0° C. The reaction mixture was allowed to warm to room temperature. After 2 hours, the reaction mixture was diluted with saturated aqueous ammonium chloride solution and extracted with ethyl acetate. The combined organic layers were washed with brine, dried over sodium sulfate, filtered, and concentrated under reduced pressure to give tert-butyl [1-... Product: CCC(CC)(Cc1c(C(=O)CC(C)(C)C)c2cc(OCc3ccc4ccccc4n3)ccc2n1Cc1ccc(Cl)cc1)C(=O)O. The reactants are C1CCOC1, CO, CCC(CC)(Cc1c(C(=O)CC(C)(C)C)c2cc(OCc3ccc4ccccc4n3)ccc2n1Cc1ccc(Cl)cc1)C(=O)OC, [Na+], [OH-]. As a reaction SMILES: [CH2:47]1[O:48][CH2:49][CH2:50][CH2:51]1.[CH3:54][OH:55].[Cl:1][c:2]1[cH:3][cH:4][c:5]([CH2:6][n:7]2[c:8]([CH2:35][C:36]([C:37](=[O:38])[O:39][CH3:40])([CH2:41][CH3:42])[CH2:43][CH3:44])[c:9]([C:28]([CH2:29][C:30]([CH3:31])([CH3:32])[CH3:33])=[O:34])[c:10]3[cH:11][c:12]([O:16][CH2:17][c:18]4[n:19][c:20]5[cH:21][cH:22][cH:23][cH:24][c:25]5[cH:26][cH:27]4)[cH:13][cH:14][c:15]23)[cH:45][cH:46]1.[Na+:53].[OH-:52]>>[Cl:1][c:2]1[cH:3][cH:4][c:5]([CH2:6][n:7]2[c:8]([CH2:35][C:36]([C:37](=[O:38])[OH:39])([CH2:41][CH3:42])[CH2:43][CH3:44])[c:9]([C:28]([CH2:29][C:30]([CH3:31])([CH3:32])[CH3:33])=[O:34])[c:10]3[cH:11][c:12]([O:16][CH2:17][c:18]4[n:19][c:20]5[cH:21][cH:22][cH:23][cH:24][c:25]5[cH:26][cH:27]4)[cH:13][cH:14][c:15]23)[cH:45][cH:46]1. Procedure: D,L-Leucine (50 g, 0.38 mol) and potassium bromide (158.7 g, 1.33 mol) were dissolved in aqueous sulfuric acid (from 75 mL of H2SO4 and 250 mL of water), and sodium nitrite (34.8 g, 0.5 mol) was added portionwise wile keeping the temperature below −1° C. The mixture was kept at 0° C. for 1 h, then dichloromethane was added under stirring. The dichlomethane layer was collected and the aqueous phase was extracted twice with further portions of dichloromethane. The combined dichloromethane extracts... Conditions: time 1 hour. The product is BrC(C(=O)O)CC(C)C (2-Bromo-4-methylpentanoic acid). Reaction SMILES: N[CH:2]([C:7]([OH:9])=[O:8])[CH2:3][CH:4]([CH3:6])[CH3:5].[Br-:10].[K+].N([O-])=O.[Na+].ClCCl>S(=O)(=O)(O)O>[Br:10][CH:2]([CH2:3][CH:4]([CH3:6])[CH3:5])[C:7]([OH:9])=[O:8] |f:1.2,3.4|. Reactants: ClCCl (dichloromethane), NC(CC(C)C)C(=O)O (D,L-Leucine), [Br-].[K+] (potassium bromide), N(=O)[O-].[Na+] (sodium nitrite). Run in S(O)(O)(=O)=O (sulfuric acid). Isolated yield 84.2%.